From a dataset of the Open Reaction Database (ORD), a public repository of structured organic reaction records. describe an organic reaction: reactants, conditions, products, and yield Reactants: Grignard reagent, C(C(=O)OCC)(=O)OCC (diethyl oxalate), C1(=CC=CC=C1)C (toluene), S(O)(O)(=O)=O (sulfuric acid). Run at time 2 hour. Product: CC1=C(C=CC=C1)C(C(=O)OCC)=O (ethyl 2-(methyl-phenyl)-2-oxoacetate). The yield is 30.3%. As a reaction SMILES: [C:1]([O:8][CH2:9][CH3:10])(=[O:7])[C:2]([O:4]CC)=O.S(=O)(=O)(O)O.[C:16]1([CH3:22])[CH:21]=[CH:20][CH:19]=[CH:18][CH:17]=1>>[CH3:22][C:16]1[CH:21]=[CH:20][CH:19]=[CH:18][C:17]=1[C:2](=[O:4])[C:1]([O:8][CH2:9][CH3:10])=[O:7]. Reported procedure: A solution of 83 g of diethyl oxalate in toluene (170 g) was cooled to −40° C. or lower. The Grignard reagent prepared as described above was added dropwise at −40° C. or lower, and this was retained at −40° C. for 2 hours. To the reaction mixture was added 234 g of 10% sulfuric acid, and an organic layer was recovered. The resulting organic layer was washed with 134 g of water, and dried with magnesium sulfate. After concentration with an evaporator, distillation under high vacuum, and silica g...